Dataset: the Open Reaction Database (ORD), a public repository of structured organic reaction records. Task: describe an organic reaction: reactants, conditions, products, and yield Reactants: [H][H] (hydrogen), ClC1=CC(=C(C(=O)OC)C=C1)NC1=C(C=C(C=C1)CC(=O)OC)[N+](=O)[O-] (methyl 4-chloro-2-{[4-(2-methoxy-2-oxoethyl)-2-nitrophenyl]amino}benzoate), CO (methanol), [H][H] (hydrogen). Reagents/catalysts: [Pt] (Pt/C). Solvent: C(C)(=O)OCC (ethyl acetate). Yields the product NC1=C(C=CC(=C1)CC(=O)OC)NC1=C(C(=O)OC)C=CC(=C1)Cl (methyl 2-{[2-amino-4-(2-methoxy-2-oxoethyl)phenyl]amino}-4-chlorobenzoate). Yield: 95.1%. RXN SMILES: [Cl:1][C:2]1[CH:11]=[CH:10][C:5]([C:6]([O:8][CH3:9])=[O:7])=[C:4]([NH:12][C:13]2[CH:18]=[CH:17][C:16]([CH2:19][C:20]([O:22][CH3:23])=[O:21])=[CH:15][C:14]=2[N+:24]([O-])=O)[CH:3]=1.CO.[H][H]>[Pt].C(OCC)(=O)C>[NH2:24][C:14]1[CH:15]=[C:16]([CH2:19][C:20]([O:22][CH3:23])=[O:21])[CH:17]=[CH:18][C:13]=1[NH:12][C:4]1[CH:3]=[C:2]([Cl:1])[CH:11]=[CH:10][C:5]=1[C:6]([O:8][CH3:9])=[O:7]. Reported procedure: A mixture of Example 6B (0.73 g, 1.93 mmol), 5% Pt/C, methanol (15 mL) and ethyl acetate (15 mL) was equipped with a balloon of hydrogen gas and stirred at room temperature. After uptake of the hydrogen was complete, the solution was filtered through diatomaceous earth (Celite®). The filtrate was concentrated under vacuum and the residue was purified by flash column chromatography on silica gel with 7:3 hexanes/ethyl acetate to provide 0.64 g (95%) of the desired product. MS (DCI) m/e 349 (M+H)+... Reactants: C1(=CC=CC=C1)P(C1=CC=CC=C1)C1=CC=CC=C1 (triphenylphosphine), [Si](C)(C)(C(C)(C)C)OC1=C(C=CC=C1)CO ((2-((tert-butyldimethylsilyl)-oxy)phenyl)methanol), N1C=NC=C1 (imidazole), BrBr (bromine). Solvent: C(C)#N (acetonitrile), C(C)OCC (diethyl ether), CC#N.CCOCC (CH3CN Et2O). The product is [Si](C)(C)(C(C)(C)C)OC1=C(CBr)C=CC=C1 (2-((tert-butyldimethylsilyl)oxy)benzyl bromide). RXN SMILES: C1(P(C2C=CC=CC=2)C2C=CC=CC=2)C=CC=CC=1.[Si:20]([O:27][C:28]1[CH:33]=[CH:32][CH:31]=[CH:30][C:29]=1[CH2:34]O)([C:23]([CH3:26])([CH3:25])[CH3:24])([CH3:22])[CH3:21].N1C=CN=C1.[Br:41]Br>C(#N)C.C(OCC)C.CC#N.CCOCC>[Si:20]([O:27][C:28]1[CH:33]=[CH:32][CH:31]=[CH:30][C:29]=1[CH2:34][Br:41])([C:23]([CH3:26])([CH3:25])[CH3:24])([CH3:22])[CH3:21] |f:6.7|. Procedure: To a solution of triphenylphosphine (39.5 g, 0.15 mol), (2-((tert-butyldimethylsilyl)-oxy)phenyl)methanol (Ia) (12.23 g, 0.05 mol) and imidazole (10.5 g, 0.15 mol) in acetonitrile and diethyl ether (500 ml, CH3CN/Et2O=1:3, v/v) was added bromine (7.7 mL, 0.15 mol) dropwise at 0° C. with stirring. The reaction mixture was stirred at 0° C. for 20 minutes, during which time a white solid precipitated. The solution was carefully decanted and washed with brine (100 mL). The remaining solid was washed... The reactants are ClCCl, CCOC(=O)C(Cc1ccccc1)CC(Cc1ccccc1)C(=O)O, O=C(Cl)C(=O)Cl. Yields the product CCOC(=O)C(Cc1ccccc1)CC(Cc1ccccc1)C(=O)Cl. RXN SMILES: [CH2:32]([Cl:33])[Cl:34].[CH2:7]([CH3:8])[O:9][C:10](=[O:11])[CH:12]([CH2:13][CH:14]([C:15](=[O:16])[OH:17])[CH2:18][c:19]1[cH:20][cH:21][cH:22][cH:23][cH:24]1)[CH2:25][c:26]1[cH:27][cH:28][cH:29][cH:30][cH:31]1.[Cl:1][C:2]([C:3]([Cl:4])=[O:5])=[O:6]>>[Cl:1][C:15]([CH:14]([CH2:13][CH:12]([C:10]([O:9][CH2:7][CH3:8])=[O:11])[CH2:25][c:26]1[cH:27][cH:28][cH:29][cH:30][cH:31]1)[CH2:18][c:19]1[cH:20][cH:21][cH:22][cH:23][cH:24]1)=[O:16]. The reactants are ClC1=C(CC=2C3=C(SC2C)C=CC(=C3)C(=O)OC)C=CC(=C1)Cl (3-(2,4-Dichlorobenzyl)-5-(methoxycarbonyl)-2-methylbenzo[b]thiophene), CO (methanol), [OH-].[Na+] (sodium hydroxide). The solvent is O1CCCC1 (tetrahydrofuran). Yields the product C(=O)(O)C1=CC2=C(SC(=C2CC2=C(C=C(C=C2)Cl)Cl)C)C=C1 (5-Carboxy-3-(2,4-dichlorobenzyl)-2-methylbenzo[b]thiophene). RXN SMILES: [Cl:1][C:2]1[CH:22]=[C:21]([Cl:23])[CH:20]=[CH:19][C:3]=1[CH2:4][C:5]1[C:6]2[CH:14]=[C:13]([C:15]([O:17]C)=[O:16])[CH:12]=[CH:11][C:7]=2[S:8][C:9]=1[CH3:10].CO.[OH-].[Na+]>O1CCCC1>[C:15]([C:13]1[CH:12]=[CH:11][C:7]2[S:8][C:9]([CH3:10])=[C:5]([CH2:4][C:3]3[CH:19]=[CH:20][C:21]([Cl:23])=[CH:22][C:2]=3[Cl:1])[C:6]=2[CH:14]=1)([OH:17])=[O:16] |f:2.3|. Procedure details: A mixture of 3-(2,4-Dichlorobenzyl)-5-(methoxycarbonyl)-2-methylbenzo[b]thiophene (0.52 g, 1.42 mmol), methanol (5 ml), tetrahydrofuran (5 ml) and 2M aqueous sodium hydroxide solution (7 ml) was refluxed under heating for 1 hr. The reaction mixture was concentrated under reduced pressure, and water was added to the residue. Then, the mixture was acidified with 3N hydrochloric acid and the precipitate was extracted from hot ethyl acetate. The organic layer was washed with saturated brine, and dri... Reactants: C(=O)(OC(C)(C)C)N(OCCC)CCC (N-Boc-N-propyl-N-propoxyamine), Cl.O1CCOCC1 (HCl dioxane). Run at time 7 hour. Product: Cl.C(CC)NOCCC (N-Propyl-N-propoxyamine Hydrochloride). Reaction SMILES: C([N:8]([CH2:13][CH2:14][CH3:15])[O:9][CH2:10][CH2:11][CH3:12])(OC(C)(C)C)=O.[ClH:16].O1CCOCC1>>[ClH:16].[CH2:13]([NH:8][O:9][CH2:10][CH2:11][CH3:12])[CH2:14][CH3:15] |f:1.2,3.4|. Procedure details: N-Boc-N-propyl-N-propoxyamine (5.8 g) was dissolved in 4N HCl/dioxane (10 mL) and stirred at room temperature for 7 hours. The solvent was removed in vacuo and the residue triturated with diethyl ether. The resulting yellow solid (2.1 g) was collected by filtration and washed with diethyl ether. The reactants are O=C(Cl)C1CC1, O=C(c1ccccc1)c1ccc(O)cc1, c1ccncc1. Yields the product O=C(c1ccccc1)c1ccc(OC(=O)C2CC2)cc1. RXN SMILES: [CH:16]1([C:19](=[O:20])[Cl:21])[CH2:17][CH2:18]1.[OH:1][c:2]1[cH:3][cH:4][c:5]([C:6](=[O:7])[c:8]2[cH:9][cH:10][cH:11][cH:12][cH:13]2)[cH:14][cH:15]1.[cH:22]1[cH:23][cH:24][n:25][cH:26][cH:27]1>>[O:1]([c:2]1[cH:3][cH:4][c:5]([C:6](=[O:7])[c:8]2[cH:9][cH:10][cH:11][cH:12][cH:13]2)[cH:14][cH:15]1)[C:19]([CH:16]1[CH2:17][CH2:18]1)=[O:20]. Starting materials: O (Water), CN(C1CN(CC1)C1=C(\C=C/2\C(NC(S2)=O)=O)C=C(C(=C1)OC)OC)C ((5Z)-5-{2-[3-(dimethylamino)pyrrolidin-1-yl]-4,5-dimethoxybenzylidene}-1,3-thiazolidine-2,4-dione), O=CCNC(OC(C)(C)C)=O (tert-butyl 2-oxoethylcarbamate), [Na] (sodium). Solvent: C(Cl)Cl (CH2Cl2). Reaction conditions: time 15 minute. The product is O=C1S\C(\C(N1)=O)=C/C1=C(C=C(C(=C1)OC)OC)N1CC(CC1)NCCNC(OC(C)(C)C)=O ((Z)-tert-butyl 2-(1-(2-((2,4-dioxothiazolidin-5-ylidene)methyl)-4,5-dimethoxyphenyl)pyrrolidin-3-ylamino)ethylcarbamate). Reaction SMILES: C[N:2]([CH3:26])[CH:3]1[CH2:7][CH2:6][N:5]([C:8]2[CH:21]=[C:20]([O:22][CH3:23])[C:19]([O:24][CH3:25])=[CH:18][C:9]=2/[CH:10]=[C:11]2/[C:12](=[O:17])[NH:13][C:14](=[O:16])[S:15]/2)[CH2:4]1.O=C[CH2:29][NH:30][C:31](=[O:37])[O:32][C:33]([CH3:36])([CH3:35])[CH3:34].[Na].O>C(Cl)Cl>[O:16]=[C:14]1[NH:13][C:12](=[O:17])/[C:11](=[CH:10]/[C:9]2[CH:18]=[C:19]([O:24][CH3:25])[C:20]([O:22][CH3:23])=[CH:21][C:8]=2[N:5]2[CH2:6][CH2:7][CH:3]([NH:2][CH2:26][CH2:29][NH:30][C:31](=[O:37])[O:32][C:33]([CH3:36])([CH3:35])[CH3:34])[CH2:4]2)/[S:15]1 |^1:37|. Procedure: A mixture of (5Z)-5-{2-[3-(dimethylamino)pyrrolidin-1-yl]-4,5-dimethoxybenzylidene}-1,3-thiazolidine-2,4-dione (Example 52) (120 mg, 0.31 mmol) and tert-butyl 2-oxoethylcarbamate (198 mg, 1.24 mmol) in CH2Cl2 (20 mL) were heated to reflux for 15 min followed by the addition of sodium triacetoxyhydroborate (65.9 mg, 0.31 mmol). The reaction mixture was refluxed overnight before being allowed to cool to ambient temperature. Water (˜0.5 mL) was added and the mixture was allowed to stir for 15 min b... The reactants are E1, C(C)(C)(C)OC(=O)N1CCN2C(N=C(C=C21)Cl)=O (tert-butyl-7-chloro-5-oxo-2,3-dihydroimidazo[1,2-c]pyrimidine-1(5H)-carboxylate), ClC1=C(C=C(OC2=CC=C(C=C2)CO)C=C1)C(F)(F)F ((4-(4-chloro-3-(trifluoromethyl)phenoxy)phenyl)methanol), [H-].[Na+] (NaH). The product is ClC1=C(C=C(OC2=CC=C(COC=3C=C4N(C(N3)=O)CCN4C(=O)OC(C)(C)C)C=C2)C=C1)C(F)(F)F (tert-butyl 7-((4-(4-chloro-3-(trifluoromethyl)phenoxy)benzyl)oxy)-5-oxo-2,3 dihydroimidazo[1,2-c]pyrimidine-1(5H)-carboxylate). As a reaction SMILES: [Cl:1][C:2]1[CH:16]=[CH:15][C:5]([O:6][C:7]2[CH:12]=[CH:11][C:10]([CH2:13][OH:14])=[CH:9][CH:8]=2)=[CH:4][C:3]=1[C:17]([F:20])([F:19])[F:18].[H-].[Na+].[C:23]([O:27][C:28]([N:30]1[C:38]2[N:33]([C:34](=[O:40])[N:35]=[C:36](Cl)[CH:37]=2)[CH2:32][CH2:31]1)=[O:29])([CH3:26])([CH3:25])[CH3:24]>>[Cl:1][C:2]1[CH:16]=[CH:15][C:5]([O:6][C:7]2[CH:12]=[CH:11][C:10]([CH2:13][O:14][C:36]3[CH:37]=[C:38]4[N:30]([C:28]([O:27][C:23]([CH3:26])([CH3:25])[CH3:24])=[O:29])[CH2:31][CH2:32][N:33]4[C:34](=[O:40])[N:35]=3)=[CH:9][CH:8]=2)=[CH:4][C:3]=1[C:17]([F:18])([F:19])[F:20] |f:1.2|. Procedure: The title compound was prepared by a procedure similar to that described for E1 starting from (4-(4-chloro-3-(trifluoromethyl)phenoxy)phenyl)methanol, NaH and tert-butyl-7-chloro-5-oxo-2,3-dihydroimidazo[1,2-c]pyrimidine-1(5H)-carboxylate.